This data is from the Open Reaction Database (ORD), a public repository of structured organic reaction records. The task is: describe an organic reaction: reactants, conditions, products, and yield Reaction conditions: time 5 hour. Run in C(C)(=O)OCC (ethyl acetate). The reactants are B(Br)(Br)Br (boron tribromide), FC1=C(C=C(C=C1)[N+](=O)[O-])OC (1-fluoro-2-methoxy-4-nitrobenzene), ice water. Procedure details: 116 ml (116 mmol) of boron tribromide (1 molar solution in dichloromethane) are added dropwise at −10° C. over a period of 1 h to a solution of 5.00 g (29.2 mmol) of 1-fluoro-2-methoxy-4-nitrobenzene at such a rate that the temperature does not exceed −5° C. The solution is left at 0° C. for 5 h, then added slowly to 600 ml of ice-water and diluted with 100 ml of ethyl acetate. After phase separation, the aqueous phase is extracted twice with ethyl acetate. The combined organic phases are dried ... RXN SMILES: B(Br)(Br)Br.[F:5][C:6]1[CH:11]=[CH:10][C:9]([N+:12]([O-:14])=[O:13])=[CH:8][C:7]=1[O:15]C>C(OCC)(=O)C>[F:5][C:6]1[CH:11]=[CH:10][C:9]([N+:12]([O-:14])=[O:13])=[CH:8][C:7]=1[OH:15]. Yields the product FC1=C(C=C(C=C1)[N+](=O)[O-])O (2-Fluoro-5-nitrophenol). Reactants: O=C(NC(Cc1c[nH]cn1)C(=O)O)OCc1ccccc1, C(=NC1CCCCC1)=NC1CCCCC1, CN(C)C=O, O, On1nnc2ccccc21, O=C(CNCc1ccc(OCc2ccccc2)cc1)NCCOCc1ccccc1. The product is O=C(CN(Cc1ccc(OCc2ccccc2)cc1)C(=O)C(Cc1c[nH]cn1)NC(=O)OCc1ccccc1)NCCOCc1ccccc1. Reaction SMILES: [C:1](=[O:2])([O:3][CH2:4][c:5]1[cH:6][cH:7][cH:8][cH:9][cH:10]1)[NH:11][CH:12]([CH2:13][c:14]1[cH:15][nH:16][cH:17][n:18]1)[C:19](=[O:20])[OH:21].[CH:33]1([N:34]=[C:35]=[N:36][CH:37]2[CH2:38][CH2:39][CH2:40][CH2:41][CH2:42]2)[CH2:43][CH2:44][CH2:45][CH2:46][CH2:47]1.[O:78]=[CH:79][N:80]([CH3:81])[CH3:82].[OH2:32].[OH:22][n:23]1[c:24]2[c:25]([cH:26][cH:27][cH:28][cH:29]2)[n:30][n:31]1.[c:48]1([CH2:54][O:55][CH2:56][CH2:57][NH:58][C:59]([CH2:60][NH:61][CH2:62][c:63]2[cH:64][cH:65][c:66]([O:69][CH2:70][c:71]3[cH:72][cH:73][cH:74][cH:75][cH:76]3)[cH:67][cH:68]2)=[O:77])[cH:49][cH:50][cH:51][cH:52][cH:53]1>>[C:1](=[O:2])([O:3][CH2:4][c:5]1[cH:6][cH:7][cH:8][cH:9][cH:10]1)[NH:11][CH:12]([CH2:13][c:14]1[cH:15][nH:16][cH:17][n:18]1)[C:19](=[O:21])[N:61]([CH2:60][C:59]([NH:58][CH2:57][CH2:56][O:55][CH2:54][c:48]1[cH:49][cH:50][cH:51][cH:52][cH:53]1)=[O:77])[CH2:62][c:63]1[cH:64][cH:65][c:66]([O:69][CH2:70][c:71]2[cH:72][cH:73][cH:74][cH:75][cH:76]2)[cH:67][cH:68]1. The reactants are [H-].[Na+] (sodium hydride), ClC1=CC2=C([C@@H](CN(CC2)C)C2=CC=CC=C2)C=C1O ((S)-7-chloro-8-hydroxy-3-methyl-1-phenyl-2,3,4,5-tetrahydro-1H-3-benzazepine), CN(C(=O)Cl)C (dimethylcarbamyl chloride). Run in C(OC)COC (dimethoxyethane), C(OC)COC (dimethoxyethane). The product is Cl.ClC1=CC2=C([C@@H](CN(CC2)C)C2=CC=CC=C2)C=C1OC(=O)N(C)C ((S)-7-chloro-8-dimethylaminocarbonyloxy-3-methyl-1-phenyl-2,3,4,5-tetrahydro-1H-3-benzazepine hydrochloride). RXN SMILES: [H-].[Na+].[Cl:3][C:4]1[C:21]([OH:22])=[CH:20][C:7]2[C@H:8]([C:14]3[CH:19]=[CH:18][CH:17]=[CH:16][CH:15]=3)[CH2:9][N:10]([CH3:13])[CH2:11][CH2:12][C:6]=2[CH:5]=1.[CH3:23][N:24]([CH3:28])[C:25](Cl)=[O:26]>C(COC)OC>[ClH:3].[Cl:3][C:4]1[C:21]([O:22][C:25]([N:24]([CH3:28])[CH3:23])=[O:26])=[CH:20][C:7]2[C@H:8]([C:14]3[CH:19]=[CH:18][CH:17]=[CH:16][CH:15]=3)[CH2:9][N:10]([CH3:13])[CH2:11][CH2:12][C:6]=2[CH:5]=1 |f:0.1,5.6|. Procedure details: Add in small portions with stirring, 360 mg of sodium hydride (50% in mineral oil) to a suspension of 2.16 g (0.0075 moles) of (S)-7-chloro-8-hydroxy-3-methyl-1-phenyl-2,3,4,5-tetrahydro-1H-3-benzazepine (as obtained in step E of Example 1) in 35 ml of anhydrous dimethoxyethane and stir until the evolution of gas ceases. Add dropwise a solution of 0.75 ml of dimethylcarbamyl chloride in 5 ml of anhydrous dimethoxyethane. Stir for 36 hours at room temperature and concentrate to dryness; dissolve ... The reactants are C1CCOC1, COc1cccc(Cn2cc(C(=O)C(=O)O)c3cccnc32)c1, [Cl-], [H-], Nc1c(Cl)cncc1Cl, [Na+]. Product: COc1cccc(Cn2cc(C(=O)C(=O)Nc3c(Cl)cncc3Cl)c3cccnc32)c1. As a reaction SMILES: [CH2:36]1[O:37][CH2:38][CH2:39][CH2:40]1.[CH3:13][O:14][c:15]1[cH:16][c:17]([CH2:18][n:19]2[cH:20][c:21]([C:28]([C:29](=[O:30])[OH:31])=[O:32])[c:22]3[cH:23][cH:24][cH:25][n:26][c:27]23)[cH:33][cH:34][cH:35]1.[Cl-:12].[H-:1].[NH2:3][c:4]1[c:5]([Cl:11])[cH:6][n:7][cH:8][c:9]1[Cl:10].[Na+:2]>>[NH:3]([c:4]1[c:5]([Cl:11])[cH:6][n:7][cH:8][c:9]1[Cl:10])[C:29]([C:28]([c:21]1[cH:20][n:19]([CH2:18][c:17]2[cH:16][c:15]([O:14][CH3:13])[cH:35][cH:34][cH:33]2)[c:27]2[c:22]1[cH:23][cH:24][cH:25][n:26]2)=[O:32])=[O:30].